Dataset: the Open Reaction Database (ORD), a public repository of structured organic reaction records. Task: describe an organic reaction: reactants, conditions, products, and yield The reactants are N[C@@H](CC(=O)O)C(=O)O (L-aspartic acid), O=C(C(=O)[O-])CCC(=O)[O-] (2-ketoglutarate). The product is amino acid, N[C@@H](CC(=O)O)C(=O)O (L-aspartic acid), N[C@@H](C)C(=O)O (L-alanine), N[C@@H](CCC(=O)O)C(=O)O (L-glutamic acid). Reaction SMILES: [NH2:1][C@H:2]([C:7]([OH:9])=[O:8])[CH2:3][C:4]([OH:6])=[O:5].O=[C:11]([CH2:15][CH2:16][C:17]([O-:19])=[O:18])[C:12]([O-:14])=[O:13]>>[NH2:1][C@H:2]([C:7]([OH:9])=[O:8])[CH2:3][C:4]([OH:6])=[O:5].[NH2:1][C@H:2]([C:7]([OH:9])=[O:8])[CH3:3].[NH2:1][C@H:11]([C:12]([OH:14])=[O:13])[CH2:15][CH2:16][C:17]([OH:19])=[O:18]. Procedure: The enzymatic reaction was carried out exactly as in Example 1 except that the concentration of L-aspartic acid was 420 mM and the concentration of 2-ketoglutarate was 17 mM. Assay of the product by amino acid analysis again showed complete conversion of the L-aspartic acid to produce L-alanine and L-glutamic acid. The reaction progress of this example repeated under similar conditions but with a reaction time of 24 hrs. is illustrated graphically in FIG. 2. Starting materials: [OH-].[Na+] (NaOH), Cl (HCl), [N+](=O)([O-])OCC(COC(C)=O)(CO[N+](=O)[O-])CO[N+](=O)[O-] (Pentaerythritol acetate trinitrate), C(C)O (ethanol). Run in CC(=O)C (acetone), O (water). The product is [N+](=O)([O-])OCC(CO[N+](=O)[O-])(CO[N+](=O)[O-])CO (pentaerythritol trinitrate). The yield is 67.6%. RXN SMILES: [N+:1]([O:4][CH2:5][C:6]([CH2:17][O:18][N+:19]([O-:21])=[O:20])([CH2:12][O:13][N+:14]([O-:16])=[O:15])[CH2:7][O:8]C(=O)C)([O-:3])=[O:2].[OH-].[Na+].C(O)C.Cl>CC(C)=O.O>[N+:1]([O:4][CH2:5][C:6]([CH2:7][OH:8])([CH2:12][O:13][N+:14]([O-:16])=[O:15])[CH2:17][O:18][N+:19]([O-:21])=[O:20])([O-:3])=[O:2] |f:1.2|. Reported procedure: Pentaerythritol acetate trinitrate (2.0 grams, 0.006 mol) was dissolved in 20 ml of acetone and added to a solution of 332 mg of NaOH dissolved in 10 ml of water. To this mass was added 5 ml of ethanol to effect solution. The solution was stirred at room temperature for 30 minutes whereupon 1N HCl was added to bring the pH of the solution to approximately 7. The volatiles were removed under vacuum and the remaining liquid was extracted twice with ether. The combined ether extracts were washed wi... Procedure details: A mixture of p-methoxybenzyl α-thioformamidodiethylphosphonoacetate (188 mg., 0.5 mmole), powdered potassium carbonate (1.52 mg., 1.1 mmole) and chloro-2-propanone (44μl., 0.55 mmole) in acetone (2.5 ml.) is stirred at room temperature and under a nitrogen atmosphere. After 22 hours stirring, the mixture is filtered and the salts washed with acetone. The combined filtrate and washings are evaporated in vacuo to a dark residue which is shaken with csrbon tetrachloride (3 × 2 ml.). The combined ex... The yield is 83.7%. Solvent: CC(=O)C (acetone). Yields the product CC1=C(N=CSC1)C(=O)OCC1=CC=C(C=C1)OC (p-methoxybenzyl 5-methyl-6H-1,3-thiazine-4-carboxylate). Starting materials: C(=S)NC(C(=O)OCC1=CC=C(C=C1)OC)P(=O)(OCC)OCC (p-methoxybenzyl α-thioformamidodiethylphosphonoacetate), C([O-])([O-])=O.[K+].[K+] (potassium carbonate), ClCC(C)=O (chloro-2-propanone). Reaction SMILES: [CH:1]([NH:3][CH:4](P(OCC)(OCC)=O)[C:5]([O:7][CH2:8][C:9]1[CH:14]=[CH:13][C:12]([O:15][CH3:16])=[CH:11][CH:10]=1)=[O:6])=[S:2].C(=O)([O-])[O-].[K+].[K+].Cl[CH2:32][C:33](=O)[CH3:34]>CC(C)=O>[CH3:32][C:33]1[CH2:34][S:2][CH:1]=[N:3][C:4]=1[C:5]([O:7][CH2:8][C:9]1[CH:10]=[CH:11][C:12]([O:15][CH3:16])=[CH:13][CH:14]=1)=[O:6] |f:1.2.3|. Starting materials: B1C2CCCC1CCC2 (9-BBN), C1CCOC1 (THF), CN1CCC(CC1)=C (1-methyl-4-methylenepiperidine), CC1=NC(=C(C=C1)[N+](=O)[O-])C (2-methyl-5-nitro-6-methylpyridine), C([O-])([O-])=O.[K+].[K+] (potassium carbonate). The reagents and catalysts are Cl[Pd]Cl.C1(=CC=CC=C1)P([C-]1C=CC=C1)C1=CC=CC=C1.[C-]1(C=CC=C1)P(C1=CC=CC=C1)C1=CC=CC=C1.[Fe+2] ([1,1′-bis(diphenylphosphino)ferrocene]-dichloropalladium(II)). Solvent: CN(C)C=O (DMF). Reaction conditions: temperature 75 celsius, time 1 hour. Yields the product CC1=NC(=CC=C1[N+](=O)[O-])CC1CCN(CC1)C (2-methyl-6-[(1-methylpiperidin-4-yl)-methyl]-3-nitropyridine). Isolated yield 11.5%. As a reaction SMILES: B1C2CCCC1CCC2.C1COCC1.[CH3:15][N:16]1[CH2:21][CH2:20][C:19](=[CH2:22])[CH2:18][CH2:17]1.C[C:24]1[CH:29]=[CH:28][C:27]([N+:30]([O-:32])=[O:31])=[C:26]([CH3:33])[N:25]=1.C(=O)([O-])[O-].[K+].[K+]>CN(C=O)C.Cl[Pd]Cl.C1(P(C2C=CC=CC=2)[C-]2C=CC=C2)C=CC=CC=1.[C-]1(P(C2C=CC=CC=2)C2C=CC=CC=2)C=CC=C1.[Fe+2]>[CH3:33][C:26]1[C:27]([N+:30]([O-:32])=[O:31])=[CH:28][CH:29]=[C:24]([CH2:22][CH:19]2[CH2:20][CH2:21][N:16]([CH3:15])[CH2:17][CH2:18]2)[N:25]=1 |f:4.5.6,8.9.10.11|. Reported procedure: To a solution of 9-BBN in THF (0.5 M, 4.93 mL, 2.46 mmol) was added 1-methyl-4-methylenepiperidine (274 mg, 2.46 mmol). The reaction mixture was allowed to stir at 75° C. for 1 h and was then allowed to cool to rt. The resulting solution was transferred into a solution of 2-methyl-5-nitro-6-methylpyridine (486 mg, 2.24 mmol) in DMF (11 mL). To the mixture were added [1,1′-bis(diphenylphosphino)ferrocene]-dichloropalladium(II) (1:1 complex with DCM, 54.9 mg, 0.0672 mmol) and potassium carbonate (... Reactants: Cl.FC1=CC=C(C=C1)CN (4-fluorobenzenemethanamine hydrochloride), ClC1=NC=CC=C1[N+](=O)[O-] (2-chloro-3-nitropyridine), C([O-])([O-])=O.[Na+].[Na+] (sodium carbonate), [I-].[K+] (potassium iodide). The solvent is CN(C=O)C (N,N-dimethylformamide). Run at temperature 90 celsius, time 1 hour. Product: 10.5, FC1=CC=C(C=C1)CNC1=NC=CC=C1[N+](=O)[O-] (N-(4-fluorophenylmethyl)-3-nitro-2-pyridinamine). Isolated yield 71.0%. RXN SMILES: Cl.[F:2][C:3]1[CH:8]=[CH:7][C:6]([CH2:9][NH2:10])=[CH:5][CH:4]=1.Cl[C:12]1[C:17]([N+:18]([O-:20])=[O:19])=[CH:16][CH:15]=[CH:14][N:13]=1.C(=O)([O-])[O-].[Na+].[Na+].[I-].[K+]>CN(C)C=O>[F:2][C:3]1[CH:8]=[CH:7][C:6]([CH2:9][NH:10][C:12]2[C:17]([N+:18]([O-:20])=[O:19])=[CH:16][CH:15]=[CH:14][N:13]=2)=[CH:5][CH:4]=1 |f:0.1,3.4.5,6.7|. Procedure: A mixture of 9.7 parts of 4-fluorobenzenemethanamine hydrochloride, 9.4 parts of 2-chloro-3-nitropyridine, 10.6 parts of sodium carbonate, 0.1 parts of potassium iodide and 90 parts of N,N-dimethylformamide is stirred for 1 hour at 90° C. The reaction mixture is cooled and poured onto water. The precipitated product is filtered off and crystallized from 2-propanol, yielding 10.5 parts (71%) of N-(4-fluorophenylmethyl)-3-nitro-2-pyridinamine; mp. 76° C. Reaction SMILES: C(O[C:6]([N:8]1[CH2:12][C:11](=[N:13][O:14][CH3:15])[CH2:10][C@H:9]1[C:16]([OH:18])=O)=[O:7])(C)(C)C.[CH3:19][O:20][C:21]1[CH:26]=[CH:25][CH:24]=[CH:23][C:22]=1[C:27]1[CH:32]=[CH:31][C:30](C(O)=O)=[CH:29][CH:28]=1.[NH2:36][C@H:37]1[CH2:42][CH2:41][C@H:40]([OH:43])[CH2:39][CH2:38]1>>[OH:43][C@H:40]1[CH2:41][CH2:42][C@H:37]([NH:36][C:16]([C@@H:9]2[CH2:10][C:11](=[N:13][O:14][CH3:15])[CH2:12][N:8]2[C:6]([C:30]2[CH:29]=[CH:28][C:27]([C:22]3[CH:23]=[CH:24][CH:25]=[CH:26][C:21]=3[O:20][CH3:19])=[CH:32][CH:31]=2)=[O:7])=[O:18])[CH2:38][CH2:39]1. Procedure details: Following the general method as outlined in Example 22, starting from (2S,4EZ)-1-(tert-butoxycarbonyl)-4-(methoxyimino)-2-pyrrolidinecarboxylic acid, 2′-methoxy[1,1′-biphenyl]-4-carboxylic acid, and trans-4-aminocyclohexanol, the title compound was obtained in 61% purity by HPLC. MS(ESI+): m/z=466. The reactants are C(C)(C)(C)OC(=O)N1[C@@H](CC(C1)=NOC)C(=O)O ((2S,4EZ)-1-(tert-butoxycarbonyl)-4-(methoxyimino)-2-pyrrolidinecarboxylic acid), COC1=C(C=CC=C1)C1=CC=C(C=C1)C(=O)O (2′-methoxy[1,1′-biphenyl]-4-carboxylic acid), N[C@@H]1CC[C@H](CC1)O (trans-4-aminocyclohexanol). Product: O[C@@H]1CC[C@H](CC1)NC(=O)[C@H]1N(CC(C1)=NOC)C(=O)C1=CC=C(C=C1)C1=C(C=CC=C1)OC ((2S,4EZ)-N-(trans-4-hydroxycyclohexyl)-1-[(2′-methoxy[1,1′-biphenyl]-4-yl)carbonyl]-4-(methoxyimino)-2-pyrrolidinecarboxamide). The reactants are C1(=C(C=CC=C1)C=1C=C2C(NC(=NC2=CC1)N1N=CC(=C1)C(=O)OCC)=O)C (ethyl 1-(6-(o-tolyl)-4-oxo-3,4-dihydroquinazolin-2-yl)-1H-pyrazole-4-carboxylate), C1(CC1)N (cyclopropylamine). The product is C1(CC1)NC1=NC(=NC2=CC=C(C=C12)C1=C(C=CC=C1)C)N1N=CC(=C1)C(=O)O (1-(4-(Cyclopropylamino)-6-(o-tolyl)quinazolin-2-yl)-1H-pyrazole-4-carboxylic acid). As a reaction SMILES: [C:1]1([CH3:28])[CH:6]=[CH:5][CH:4]=[CH:3][C:2]=1[C:7]1[CH:8]=[C:9]2[C:14](=[CH:15][CH:16]=1)[N:13]=[C:12]([N:17]1[CH:21]=[C:20]([C:22]([O:24]CC)=[O:23])[CH:19]=[N:18]1)[NH:11][C:10]2=O.[CH:29]1([NH2:32])[CH2:31][CH2:30]1>>[CH:29]1([NH:32][C:10]2[C:9]3[C:14](=[CH:15][CH:16]=[C:7]([C:2]4[CH:3]=[CH:4][CH:5]=[CH:6][C:1]=4[CH3:28])[CH:8]=3)[N:13]=[C:12]([N:17]3[CH:21]=[C:20]([C:22]([OH:24])=[O:23])[CH:19]=[N:18]3)[N:11]=2)[CH2:31][CH2:30]1. Procedure: The above compound may be made analogous to Example 1 using ethyl 1-(6-(o-tolyl)-4-oxo-3,4-dihydroquinazolin-2-yl)-1H-pyrazole-4-carboxylate in step D and cyclopropylamine in step E. MS (ESI/CI): predicted mass C22H19N5O2, 385.2.